The task is: describe an organic reaction: reactants, conditions, products, and yield. This data is from the Open Reaction Database (ORD), a public repository of structured organic reaction records. Starting materials: [N+](=O)([O-])C=1C=C(CN)C=CC1 (3-nitrobenzylamine), ClC=1C2=C(N=C(N1)C=1C=NC=CC1)SC(=C2)Cl (4-chloro-2-(pyridin-3-yl)-6-chloro-thieno-[2,3-d]-pyrimidine). The product is N1=CC(=CC=C1)C=1N=C(C2=C(N1)SC(=C2)Cl)NCC2=CC(=CC=C2)[N+](=O)[O-] (2-(pyridin-3-yl)-4-(3-nitrobenzylamino)-6-chloro-thieno-[2,3-d]-pyrimidine). As a reaction SMILES: [N+:1]([C:4]1[CH:5]=[C:6]([CH:9]=[CH:10][CH:11]=1)[CH2:7][NH2:8])([O-:3])=[O:2].Cl[C:13]1[C:14]2[CH:27]=[C:26]([Cl:28])[S:25][C:15]=2[N:16]=[C:17]([C:19]2[CH:20]=[N:21][CH:22]=[CH:23][CH:24]=2)[N:18]=1>>[N:21]1[CH:22]=[CH:23][CH:24]=[C:19]([C:17]2[N:18]=[C:13]([NH:8][CH2:7][C:6]3[CH:9]=[CH:10][CH:11]=[C:4]([N+:1]([O-:3])=[O:2])[CH:5]=3)[C:14]3[CH:27]=[C:26]([Cl:28])[S:25][C:15]=3[N:16]=2)[CH:20]=1. Procedure: With the procedure of Example 1, the reaction of 3-nitrobenzylamine with 4-chloro-2-(pyridin-3-yl)-6-chloro-thieno-[2,3-d]-pyrimidine yields 2-(pyridin-3-yl)-4-(3-nitrobenzylamino)-6-chloro-thieno-[2,3-d]-pyrimidine.